This data is from the Open Reaction Database (ORD), a public repository of structured organic reaction records. The task is: describe an organic reaction: reactants, conditions, products, and yield The reactants are CC(C)(C)OC(=O)N1CCC(CN)C(F)C1, ClCCl, CCCCc1nnc(C(=O)Oc2c(F)c(F)c(F)c(F)c2F)cc1-c1ccc(OC2CCCCC2)cc1. Yields the product CCCCc1nnc(C(=O)NCC2CCN(C(=O)OC(C)(C)C)CC2F)cc1-c1ccc(OC2CCCCC2)cc1. RXN SMILES: [C:1]([CH3:2])([CH3:3])([CH3:4])[O:5][C:6](=[O:7])[N:8]1[CH2:9][CH:10]([F:16])[CH:11]([CH2:14][NH2:15])[CH2:12][CH2:13]1.[Cl:54][CH2:55][Cl:56].[F:17][c:18]1[c:19]([O:24][C:25](=[O:20])[c:27]2[n:28][n:29][c:30]([CH2:46][CH2:47][CH2:48][CH3:49])[c:31](-[c:33]3[cH:34][cH:35][c:36]([O:39][CH:40]4[CH2:41][CH2:42][CH2:43][CH2:44][CH2:45]4)[cH:37][cH:38]3)[cH:32]2)[c:21]([F:22])[c:23]([F:26])[c:50]([F:51])[c:52]1[F:53]>>[C:1]([CH3:2])([CH3:3])([CH3:4])[O:5][C:6](=[O:7])[N:8]1[CH2:9][CH:10]([F:16])[CH:11]([CH2:14][NH:15][C:25](=[O:24])[c:27]2[n:28][n:29][c:30]([CH2:46][CH2:47][CH2:48][CH3:49])[c:31](-[c:33]3[cH:34][cH:35][c:36]([O:39][CH:40]4[CH2:41][CH2:42][CH2:43][CH2:44][CH2:45]4)[cH:37][cH:38]3)[cH:32]2)[CH2:12][CH2:13]1. Reactants: O=C([O-])[O-], CC(=O)[O-], CC(=O)[O-], Cc1ccccc1, [Cs+], [Cs+], COC(=O)c1ccc(I)cc1Nc1ccc(F)cc1, Nc1ccccc1, [Pd+2]. Product: COC(=O)c1ccc(Nc2ccccc2)cc1Nc1ccc(F)cc1. RXN SMILES: [C:20](=[O:21])([O-:22])[O-:23].[C:33]([O-:34])(=[O:35])[CH3:36].[C:38]([O-:39])(=[O:40])[CH3:41].[CH3:42][c:43]1[cH:44][cH:45][cH:46][cH:47][cH:48]1.[Cs+:24].[Cs+:25].[F:1][c:2]1[cH:3][cH:4][c:5]([NH:6][c:7]2[c:8]([C:9](=[O:10])[O:11][CH3:12])[cH:13][cH:14][c:15]([I:17])[cH:16]2)[cH:18][cH:19]1.[NH2:26][c:27]1[cH:28][cH:29][cH:30][cH:31][cH:32]1.[Pd+2:37]>>[F:1][c:2]1[cH:3][cH:4][c:5]([NH:6][c:7]2[c:8]([C:9](=[O:10])[O:11][CH3:12])[cH:13][cH:14][c:15]([NH:26][c:27]3[cH:28][cH:29][cH:30][cH:31][cH:32]3)[cH:16]2)[cH:18][cH:19]1. Isolated yield 29.0%. Procedure details: was prepared as described in Example 3 from benzyl chloromethyl ether (see Preparation 1a and 1b) (4 mmol) and 5-bromopyrimidin-2-one by allowing the reaction to proceed for 20 hours at room temperature; yield 29% (0.34 g), m.p. 169° C. 1H NMR (CDCl3): δ4.65 (CH2Ph), 5.30 (CH2O), 7.18 (Ph), 7.78 and 8.40 (H-4, H-6, J 4 Hz). IR(KBr): 1670 cm-1 (CO). Reaction SMILES: Cl[CH2:2][O:3][CH2:4][C:5]1[CH:10]=[CH:9][CH:8]=[CH:7][CH:6]=1.[Br:11][C:12]1[CH:13]=[N:14][C:15](=[O:18])[NH:16][CH:17]=1>>[CH2:4]([O:3][CH2:2][N:16]1[CH:17]=[C:12]([Br:11])[CH:13]=[N:14][C:15]1=[O:18])[C:5]1[CH:10]=[CH:9][CH:8]=[CH:7][CH:6]=1. Reactants: ClCOCC1=CC=CC=C1 (benzyl chloromethyl ether), BrC=1C=NC(NC1)=O (5-bromopyrimidin-2-one), IR(KBr). Conditions: time 20 hour. Product: C(C1=CC=CC=C1)OCN1C(N=CC(=C1)Br)=O (1-(Benzyloxy)methyl-5-bromopyrimidin-2-one). The reactants are ClC1=CC2=C(C(C(C[N+](=C2C2=C(C=CC=C2)F)[O-])=CN(C)C)=O)C=C1 (8-chloro-1-(2-fluorophenyl)-3,4-dihydro-4-[(dimethylamino)methylene]-5H-2-benzazepin-5-one-2-oxide), NC(=S)N (thiourea), C[O-].[Na+] (sodium methoxide), O (water). Procedure: A mixture of 1.5 g (4 mmol) of 8-chloro-1-(2-fluorophenyl)-3,4-dihydro-4-[(dimethylamino)methylene]-5H-2-benzazepin-5-one-2-oxide, 1.5 g (20 mmol) of thiourea and 5 ml of a 4M methanol solution of sodium methoxide in 30 ml of methanol was stirred at room temperature for 5 hr. The mixture was poured into water and extracted with ether. The aqueous solution was acidified with acetic acid and extracted with methylene chloride. The methylene chloride solution was dried over anhydrous sodium sulfate ... RXN SMILES: [Cl:1][C:2]1[CH:25]=[CH:24][C:5]2[C:6](=O)[C:7](=[CH:19]N(C)C)[CH2:8][N+:9]([O-:18])=[C:10]([C:11]3[CH:16]=[CH:15][CH:14]=[CH:13][C:12]=3[F:17])[C:4]=2[CH:3]=1.[NH2:26][C:27]([NH2:29])=[S:28].C[O-].[Na+].O>CO>[Cl:1][C:2]1[CH:25]=[CH:24][C:5]2[C:6]3[N:29]=[C:27]([SH:28])[N:26]=[CH:19][C:7]=3[CH2:8][N+:9]([O-:18])=[C:10]([C:11]3[CH:16]=[CH:15][CH:14]=[CH:13][C:12]=3[F:17])[C:4]=2[CH:3]=1 |f:2.3|. The solvent is CO (methanol), CO (methanol). Run at time 5 hour. The product is ClC1=CC2=C(C3=C(C[N+](=C2C2=C(C=CC=C2)F)[O-])C=NC(=N3)S)C=C1 (9-Chloro-7-(2fluorophenyl)-5H-pyrimido[5,4-d][2]benzazepine-2-thiol-6-oxide). The reactants are C(C1=CC=CC=C1)OC1=CC=C(C=C1)[C@H]1[C@@H](CN(CC1)C(=O)OC(C)(C)C)O ((3S,4S)-tert-butyl 4-(4-(benzyloxy)phenyl)-3-hydroxypiperidine-1-carboxylate), C(C1=CC=CC=C1)OC1=CC=C(C=C1)[C@H]1[C@@H](CN(CC1)C(=O)OC(C)(C)C)O ((3S,4S)-tert-butyl 4-(4-(benzyloxy)phenyl)-3-hydroxypiperidine-1-carboxylate), [H][H] (Hydrogen). Reagents/catalysts: [Pd] (palladium on carbon). Solvent: CO (methanol). Run at time 16 hour. The product is O[C@@H]1CN(CC[C@H]1C1=CC=C(C=C1)O)C(=O)OC(C)(C)C ((3S,4S)-tert-Butyl 3-hydroxy-4-(4-hydroxyphenyl)piperidine-1-carboxylate). RXN SMILES: C([O:8][C:9]1[CH:14]=[CH:13][C:12]([C@@H:15]2[CH2:20][CH2:19][N:18]([C:21]([O:23][C:24]([CH3:27])([CH3:26])[CH3:25])=[O:22])[CH2:17][C@H:16]2[OH:28])=[CH:11][CH:10]=1)C1C=CC=CC=1.[H][H]>CO.[Pd]>[OH:28][C@H:16]1[C@H:15]([C:12]2[CH:11]=[CH:10][C:9]([OH:8])=[CH:14][CH:13]=2)[CH2:20][CH2:19][N:18]([C:21]([O:23][C:24]([CH3:27])([CH3:26])[CH3:25])=[O:22])[CH2:17]1. Procedure: A solution of (3S,4S)-tert-butyl 4-(4-(benzyloxy)phenyl)-3-hydroxypiperidine-1-carboxylate (26 g, 67.8 mmol, intermediate C) in 260 mL of methanol was treated with 1.6 grams of 10% palladium on carbon (13.6 mmol) in a pressure bottle. Hydrogen at 50 psi was introduced, and the reaction mixture was stirred for 16 h. Reactants: N(=NC(=O)OCC)C(=O)OCC (diethyl azodicarboxylate), BrC1=CC(=CNC1=O)C(=O)OC (methyl 5-bromo-6-oxo-1,6-dihydropyridine-3-carboxylate), C1(=CC=CC=C1)C1CC(CC1)O (3-phenylcyclopentanol), C1(=CC=CC=C1)P(C1=CC=CC=C1)C1=CC=CC=C1 (triphenylphosphine). Run in C1CCOC1 (THF), C(C)OC(C)=O (ethylacetate). Run at time 17 hour. The product is BrC1=CC(=CN(C1=O)C1CC(CC1)C1=CC=CC=C1)C(=O)OC (Methyl 5-bromo-6-oxo-1-(3-phenylcyclopentyl)-1,6-dihydropyridine-3-carboxylate). Reaction SMILES: [Br:1][C:2]1[C:7](=[O:8])[NH:6][CH:5]=[C:4]([C:9]([O:11][CH3:12])=[O:10])[CH:3]=1.[C:13]1([CH:19]2[CH2:23][CH2:22][CH:21](O)[CH2:20]2)[CH:18]=[CH:17][CH:16]=[CH:15][CH:14]=1.C1(P(C2C=CC=CC=2)C2C=CC=CC=2)C=CC=CC=1.N(C(OCC)=O)=NC(OCC)=O>C1COCC1.C(OC(=O)C)C>[Br:1][C:2]1[C:7](=[O:8])[N:6]([CH:22]2[CH2:21][CH2:20][CH:19]([C:13]3[CH:18]=[CH:17][CH:16]=[CH:15][CH:14]=3)[CH2:23]2)[CH:5]=[C:4]([C:9]([O:11][CH3:12])=[O:10])[CH:3]=1. Procedure details: To a suspension of methyl 5-bromo-6-oxo-1,6-dihydropyridine-3-carboxylate (1.6 g, 6.8 mmol), 3-phenylcyclopentanol (1.32 g, 8.15 mmol) and triphenylphosphine (2.7 g, 10.2 mmol) in dry THF (15 mL) was slowly added diethyl azodicarboxylate (1.8 g, 10.2 mmol) at RT. The resulting yellow solution was stirred at room temperature for 17 h. The mixture was diluted in ethylacetate, washed with water, brine, dried over MgSO4, and chromatographed on silica gel using hexanes to 3:1 hexanes:ethylacetate, to... Reactants: C(C)OC(CN1C=2C(=C(C1=O)C#N)C=CC=CC2)=O (3-Cyano-1,2-dihydro-2-oxocyclohepta[b]pyrrole-1-acetic acid ethyl ester), ice water, OS(=O)(=O)O (H2SO4). Conditions: temperature 25 celsius, time 3 hour. The product is C(C)OC(CN1C=2C(=C(C1=O)C(=O)N)C=CC=CC2)=O (3-(aminocarbonyl)-1,2-dihydro-2-oxocyclohepta[b]pyrrole-1-acetic acid ethyl ester). As a reaction SMILES: [CH2:1]([O:3][C:4](=[O:19])[CH2:5][N:6]1[C:10](=[O:11])[C:9]([C:12]#[N:13])=[C:8]2[CH:14]=[CH:15][CH:16]=[CH:17][CH:18]=[C:7]12)[CH3:2].[OH:20]S(O)(=O)=O>>[CH2:1]([O:3][C:4](=[O:19])[CH2:5][N:6]1[C:10](=[O:11])[C:9]([C:12]([NH2:13])=[O:20])=[C:8]2[CH:14]=[CH:15][CH:16]=[CH:17][CH:18]=[C:7]12)[CH3:2]. Procedure: 3-Cyano-1,2-dihydro-2-oxocyclohepta[b]pyrrole-1-acetic acid ethyl ester (2.56 g, described in example 12), was suspended in concentrated H2SO4 (10 ml). The mixture was stirred at 25° C. for 3 hr and then poured into ice water (20 ml). After 5 minutes, the resulting solid was collected on a filter, washed with water and then diethyl ether, air dried and recrystallized from ethanoldiethyl ether to give 1.75 g of 3-(aminocarbonyl)-1,2-dihydro-2-oxocyclohepta[b]pyrrole-1-acetic acid ethyl ester; mp ... Reactants: C(OC)(OC)=O (dimethyl carbonate), C[O-].[Na+] (sodium methoxide), NC1=NC=C(C=C1CNC)Br (2-amino-5-bromo-3-(methylaminomethyl)pyridine). Solvent: O (H2O), CO (CH3OH). Reaction conditions: temperature 50 celsius. The product is BrC1=CC2=C(NC(N(C2)C)=O)N=C1 (6-Bromo-3-methyl-3,4-dihydro-1H-pyrido[2,3-d]pyrimidin-2-one). Yield: 67.1%. Reaction SMILES: [C:1](=[O:6])(OC)OC.C[O-].[Na+].[NH2:10][C:11]1[C:16]([CH2:17][NH:18][CH3:19])=[CH:15][C:14]([Br:20])=[CH:13][N:12]=1>CO.O>[Br:20][C:14]1[CH:13]=[N:12][C:11]2[NH:10][C:1](=[O:6])[N:18]([CH3:19])[CH2:17][C:16]=2[CH:15]=1 |f:1.2|. Procedure: To a solution of dimethyl carbonate (2.14 g, 23.7 mmole) and sodium methoxide (1.0 mL, 4.5 mmole, 25% wt in CH3OH) in CH3OH (25 mL) was added 2-amino-5-bromo-3-(methylaminomethyl)pyridine (I 0.0 g, 4.62 mmole). The reaction was heated at 50° C. overnight, diluted with H2O (1 mL) and concentrated. Toluene was added to the reaction residue and the contents were heated to reflux for 12 hr under a Dean-Stark apparatus. The reaction was cooled to RT, diluted with EtOAc, and washed with H2O. Purificat... Product: COC(=O)c1cn2c(n1)COc1ccc(NC(C)=O)cc1-2. The reactants are CC(=O)Cl, CN(C)C=O, COC(=O)c1cn2c(n1)COc1ccc(N)cc1-2. As a reaction SMILES: [CH3:19][C:20]([Cl:21])=[O:22].[CH3:23][N:24]([CH3:25])[CH:26]=[O:27].[NH2:1][c:2]1[cH:3][cH:4][c:5]2[c:6]([cH:18]1)-[n:7]1[c:8]([n:11][c:12]([C:14](=[O:15])[O:16][CH3:17])[cH:13]1)[CH2:9][O:10]2>>[NH:1]([c:2]1[cH:3][cH:4][c:5]2[c:6]([cH:18]1)-[n:7]1[c:8]([n:11][c:12]([C:14](=[O:15])[O:16][CH3:17])[cH:13]1)[CH2:9][O:10]2)[C:20]([CH3:19])=[O:22]. Product: N[C@@H](CCC(=O)N[C@H](C(=O)O)CC1=CC=C(O)C(O)=C1)C(=O)O (γ-Glutamyl-DOPA), C(C)(=O)[O-] (acetate). RXN SMILES: [NH2:1][C@@H:2]([CH2:6][CH2:7][C:8](N[C@H](C(NCC(O)=O)=O)CS)=[O:9])[C:3]([OH:5])=[O:4].[O:21]=[C:22]([C@H:24]([CH2:26][C:27]1[CH:34]=[C:32]([OH:33])[C:30]([OH:31])=[CH:29][CH:28]=1)[NH2:25])[OH:23]>>[NH2:1][C@H:2]([C:3]([OH:5])=[O:4])[CH2:6][CH2:7][C:8]([NH:25][C@@H:24]([CH2:26][C:27]1[CH:34]=[C:32]([OH:33])[C:30]([OH:31])=[CH:29][CH:28]=1)[C:22]([OH:23])=[O:21])=[O:9].[C:3]([O-:5])(=[O:4])[CH3:2]. The reactants are N[C@H](C(=O)O)CCC(=O)N[C@@H](CS)C(=O)NCC(=O)O (Glutathione), O=C(O)[C@@H](N)CC1=CC=C(O)C(O)=C1 (L-DOPA). Procedure: Glutathione and L-DOPA were incubated with a partially purified preparation of sheep kidney γ-glutamyl transpeptidase. γ-Glutamyl-DOPA was isolated from the incubation mixture by preparative ion exchange chromatography on a Dowex-1 (acetate) column. 6.14 of glutathione (0.02 mole) and 1.97 g of L-DOPA (0.01 mole) were dissolved in 200 ml of 1 M Tris (base) solution. 2.5 ml of γ-glutamyl transpeptidase solution (100 units/ml) were added and the flask was flushed with nitrogen to protect DOPA from...